Task: describe an organic reaction: reactants, conditions, products, and yield. Dataset: the Open Reaction Database (ORD), a public repository of structured organic reaction records Starting materials: C1CCOC1, CO, COC(=O)c1cc2c([nH]1)CCC2c1cccc(Cl)c1, [Li+], [OH-]. Product: O=C(O)c1cc2c([nH]1)CCC2c1cccc(Cl)c1. RXN SMILES: [CH2:22]1[O:23][CH2:24][CH2:25][CH2:26]1.[CH3:27][OH:28].[Cl:1][c:2]1[cH:3][c:4]([CH:8]2[CH2:9][CH2:10][c:11]3[nH:12][c:13]([C:16](=[O:17])[O:18][CH3:19])[cH:14][c:15]32)[cH:5][cH:6][cH:7]1.[Li+:20].[OH-:21]>>[Cl:1][c:2]1[cH:3][c:4]([CH:8]2[CH2:9][CH2:10][c:11]3[nH:12][c:13]([C:16](=[O:17])[OH:18])[cH:14][c:15]32)[cH:5][cH:6][cH:7]1. The reactants are N1(CCOCC1)C(CC(C(=O)O)CS(=O)(=O)CC1=C(C=CC=C1)C(F)(F)F)=O (4-morpholin-4-yl-4-oxo-2-(2-trifluoromethyl-benzylsulfonylmethyl)-butyric acid), C(CCl)Cl (EDC), C=1C=CC2=C(C1)N=NN2O (HOBt), Cl.NCC#N (aminoacetonitrile hydrochloride), CN1CCOCC1 (4-methylmorpholine). Run at time 2 hour. Yields the product C(#N)CNC(C(CC(=O)N1CCOCC1)CS(=O)(=O)CC1=C(C=CC=C1)C(F)(F)F)=O (N-cyanomethyl-4-morpholin-4-yl-4-oxo-2-(2-trifluoromethyl-benzyl-sulfonylmethyl)-butyramide). Isolated yield 71.9%. RXN SMILES: [N:1]1([C:7](=[O:28])[CH2:8][CH:9]([CH2:13][S:14]([CH2:17][C:18]2[CH:23]=[CH:22][CH:21]=[CH:20][C:19]=2[C:24]([F:27])([F:26])[F:25])(=[O:16])=[O:15])[C:10]([OH:12])=O)[CH2:6][CH2:5][O:4][CH2:3][CH2:2]1.C(Cl)CCl.C1C=C[C:36]2[N:41](O)N=[N:39][C:37]=2C=1.Cl.NCC#N.CN1CCOCC1>>[C:37]([CH2:36][NH:41][C:10](=[O:12])[CH:9]([CH2:13][S:14]([CH2:17][C:18]1[CH:23]=[CH:22][CH:21]=[CH:20][C:19]=1[C:24]([F:27])([F:25])[F:26])(=[O:15])=[O:16])[CH2:8][C:7]([N:1]1[CH2:2][CH2:3][O:4][CH2:5][CH2:6]1)=[O:28])#[N:39] |f:3.4|. Procedure details: A mixture comprised of 4-morpholin-4-yl-4-oxo-2-(2-trifluoromethyl-benzylsulfonylmethyl)-butyric acid (200 mg, 0.47 mmol), prepared as in reference 5, EDC (200 mg, 1.05 mmol), HOBt (200 mg, 1.3 mmol), and aminoacetonitrile hydrochloride (150 mg, 1.6 mmol) was treated with dichloromethyl (4 mL) and 4-methylmorpholine (0.5 mL). The mixture was stirred at ambient temperature for 2 hours. After dilution with ethyl acetate (150 mL), the solution was washed with water (30 mL), saturated aqueous NaHCO3...